From a dataset of the Open Reaction Database (ORD), a public repository of structured organic reaction records. describe an organic reaction: reactants, conditions, products, and yield Reactants: CCC(=O)c1ccc(-c2cc([N+](=O)[O-])ccc2C)c(C)c1, CCO, CC(=O)O, CCOC(C)=O, [Fe], N, O. Yields the product CCC(=O)c1ccc(-c2cc(N)ccc2C)c(C)c1. Reaction SMILES: [CH3:1][c:2]1[c:3](-[c:12]2[c:13]([CH3:21])[cH:14][cH:15][c:16]([N+:18]([O-:19])=[O:20])[cH:17]2)[cH:4][cH:5][c:6]([C:8]([CH2:9][CH3:10])=[O:11])[cH:7]1.[CH3:23][CH2:24][OH:25].[CH3:27][C:28](=[O:29])[OH:30].[CH3:31][CH2:32][O:33][C:34](=[O:35])[CH3:36].[Fe:37].[NH3:22].[OH2:26]>>[CH3:1][c:2]1[c:3](-[c:12]2[c:13]([CH3:21])[cH:14][cH:15][c:16]([NH2:18])[cH:17]2)[cH:4][cH:5][c:6]([C:8]([CH2:9][CH3:10])=[O:11])[cH:7]1.